Dataset: the Open Reaction Database (ORD), a public repository of structured organic reaction records. Task: describe an organic reaction: reactants, conditions, products, and yield Starting materials: O1CCCC1 (tetrahydrofuran), BrC1=CC=C(COC2=NC=CC(=C2)C)C=C1 (2-(4-bromo-benzyloxy)4-methyl-pyridine), C(CCC)[Li] (n-butyl lithium). The solvent is O (water). Reaction conditions: temperature -78 celsius, time 20 minute. Product: CC1=CC(=NC=C1)OCC1=CC=C(C=O)C=C1 (4-(4-Methyl-pyridin-2-yloxymethyl)-benzaldehyde). Yield: 55.4%. Reaction SMILES: [O:1]1CCC[CH2:2]1.Br[C:7]1[CH:21]=[CH:20][C:10]([CH2:11][O:12][C:13]2[CH:18]=[C:17]([CH3:19])[CH:16]=[CH:15][N:14]=2)=[CH:9][CH:8]=1.C([Li])CCC>O>[CH3:19][C:17]1[CH:16]=[CH:15][N:14]=[C:13]([O:12][CH2:11][C:10]2[CH:20]=[CH:21][C:7]([CH:2]=[O:1])=[CH:8][CH:9]=2)[CH:18]=1. Procedure: To a tetrahydrofuran (150 mL) solution of 2-(4-bromo-benzyloxy)4-methyl-pyridine (5.70 g, 20.5 mmol) described in Manufacturing Example 43-1-1 was added dropwise n-butyl lithium (2.67 M n-hexane solution, 9.21 mL, 24.6 mmol) on a dry ice-ethanol bath (−78° C.) under nitrogen atmosphere, which was stirred for 20 minutes at −78° C. N,N-dimethylfornamide (3.16 mL, 41.0 mmol) was then added dropwise thereto and stirred for 10 minutes at −78° C. The reaction solution was allowed to room temperature, ...